Dataset: the Open Reaction Database (ORD), a public repository of structured organic reaction records. Task: describe an organic reaction: reactants, conditions, products, and yield Starting materials: O1C(NCC1)=O (2-Oxazolidinone), BrC=1C=C(N)C=CC1 (3-bromoaniline), Cl (HCl). The solvent is C(C)OCC (diethyl ether), O1CCOCC1 (dioxane). Conditions: temperature 25 celsius, time 1 hour. The product is BrC=1C=C(C=CC1)NCCN (N1-(3-bromo-phenyl)-ethane-1,2-diamine). The yield is 16.0%. Reaction SMILES: [Br:1][C:2]1[CH:3]=[C:4]([CH:6]=[CH:7][CH:8]=1)[NH2:5].Cl.O1[CH2:14][CH2:13][NH:12]C1=O>C(OCC)C.O1CCOCC1>[Br:1][C:2]1[CH:3]=[C:4]([NH:5][CH2:14][CH2:13][NH2:12])[CH:6]=[CH:7][CH:8]=1. Procedure details: To a solution of 3-bromoaniline (0.50 g, 2.9 mmol) in diethyl ether (Et2O, 5 mL) was added 4 M HCl in dioxane (1 mL), and the mixture was stirred at 25° C. for 1 h. Solvent was removed under reduced pressure, and the resulting HCl salt was dissolved in 2-(2-methoxyethoxy)ethanol (2 mL). 2-Oxazolidinone (0.429 g, 4.93 mmol) was added, and the reaction mixture was heated to 180° C. for 24 h. The collected crude solid was purified by column chromatography (0-10% (1% NH4OH in MeOH)/CH2Cl2) to provid...